The task is: describe an organic reaction: reactants, conditions, products, and yield. This data is from the Open Reaction Database (ORD), a public repository of structured organic reaction records. The reactants are C(C)(=O)C1=CNCCC1 (3-acetyl-1,4,5,6-tetrahydropyridine), C(C1=CC=CC=C1)(=O)Cl (benzoyl chloride). Product: C(C1=CC=CC=C1)(=O)N1C=C(CCC1)C(=O)C (Methyl 1-benzoyl-1,4,5,6-tetrahydro-3-pyridyl ketone). RXN SMILES: [C:1]([C:4]1[CH2:9][CH2:8][CH2:7][NH:6][CH:5]=1)(=[O:3])[CH3:2].[C:10](Cl)(=[O:17])[C:11]1[CH:16]=[CH:15][CH:14]=[CH:13][CH:12]=1>>[C:10]([N:6]1[CH2:7][CH2:8][CH2:9][C:4]([C:1]([CH3:2])=[O:3])=[CH:5]1)(=[O:17])[C:11]1[CH:16]=[CH:15][CH:14]=[CH:13][CH:12]=1. Procedure details: Methyl 1-benzoyl-1,4,5,6-tetrahydro-3-pyridyl ketone was prepared from 3-acetyl-1,4,5,6-tetrahydropyridine and benzoyl chloride according to the procedure of Part b) of Example 1. The product was recrystallised from ethanol/water m.pt. 93°-95° C.